From a dataset of the Open Reaction Database (ORD), a public repository of structured organic reaction records. describe an organic reaction: reactants, conditions, products, and yield Starting materials: CC(C)(C)OP(=O)(C=CCBr)OC(C)(C)C, CCOC(=O)NOC(=O)OCC, CN(C)C=O, [K], O. The product is CCOC(=O)ON(CC=CP(=O)(OC(C)(C)C)OC(C)(C)C)C(=O)OCC. Reaction SMILES: [Br:1][CH2:2][CH:3]=[CH:4][P:5]([O:6][C:7]([CH3:8])([CH3:9])[CH3:10])([O:11][C:12]([CH3:13])([CH3:14])[CH3:15])=[O:16].[CH2:18]([CH3:19])[O:20][C:21](=[O:22])[O:23][NH:24][C:25]([O:26][CH2:27][CH3:28])=[O:29].[CH3:31][N:32]([CH3:33])[CH:34]=[O:35].[K:17].[OH2:30]>>[CH2:2]([CH:3]=[CH:4][P:5]([O:6][C:7]([CH3:8])([CH3:9])[CH3:10])([O:11][C:12]([CH3:13])([CH3:14])[CH3:15])=[O:16])[N:24]([O:23][C:21]([O:20][CH2:18][CH3:19])=[O:22])[C:25]([O:26][CH2:27][CH3:28])=[O:29]. Starting materials: CC1C(=NNC(C1)=O)C=1C=C(C#N)C=CC1 (m-(1,4,5,6,-tetrahydro-4-methyl-6-oxo-3-pyridazinyl)benzonitrile), BrBr (bromine). The solvent is C(C)(=O)O (acetic acid), C(C)(=O)O (acetic acid). The product is CC=1C(=NNC(C1)=O)C=1C=C(C#N)C=CC1 (m-(1,6-dihydro-4-methyl-6-oxo-3-pyridazinyl)benzonitrile). Reaction SMILES: [CH3:1][CH:2]1[CH2:7][C:6](=[O:8])[NH:5][N:4]=[C:3]1[C:9]1[CH:10]=[C:11]([CH:14]=[CH:15][CH:16]=1)[C:12]#[N:13].BrBr>C(O)(=O)C>[CH3:1][C:2]1[C:3]([C:9]2[CH:10]=[C:11]([CH:14]=[CH:15][CH:16]=2)[C:12]#[N:13])=[N:4][NH:5][C:6](=[O:8])[CH:7]=1. Procedure: A 15 g. portion of m-(1,4,5,6,-tetrahydro-4-methyl-6-oxo-3-pyridazinyl)benzonitrile [Journal of Medicinal Chemistry 17, 281 (1974)]is suspended in 75 ml. of glacial acetic acid with stirring at steam bath temperature. Then 3.75 ml. of bromine in 25 ml. of acetic acid is added dropwise over a 15 minute period. The reaction mixture is heated on a steam bath for an additional a30 minutes then is poured onto crushed ice. The resulting solid is collected by filtration, copiously washed with water and... Starting materials: BrCC(=O)C1=C(C=CC=C1)C (2-bromo-2′-methylacetophenone), [OH-].[Na+] (sodium hydroxide), O=C1C(CN(C2=C(N1)C=C(C=C2)C)C2C=CCCC2)NC(=O)OC(C)(C)C (2-Oxo-3-tert-butoxycarbonylamino-5-(2-cyclohexen-1-yl)-8-methyl-1,3,4,5-tetrahydro-2H-1,5-benzodiazepine). The reagents and catalysts are [Br-].C(CCC)[N+](CCCC)(CCCC)CCCC (tetra n-butylammonium bromide). The solvent is C1(=CC=CC=C1)C (toluene). Reaction conditions: time 8 hour. Product: C=1(C(=CC=CC1)C(=O)CN1C(C(CN(C2=C1C=C(C=C2)C)C2C=CCCC2)NC(=O)OC(C)(C)C)=O)C (1-(2-toluoylmethyl)-2-oxo-3-tert-butoxycarbonylamino-5-(2-cyclohexen-1-yl)-8-methyl-1,3,4,5-tetrahydro-2H-1,5-benzodiazepine). Yield: 39.1%. RXN SMILES: [O:1]=[C:2]1[NH:8][C:7]2[CH:9]=[C:10]([CH3:13])[CH:11]=[CH:12][C:6]=2[N:5]([CH:14]2[CH2:19][CH2:18][CH2:17][CH:16]=[CH:15]2)[CH2:4][CH:3]1[NH:20][C:21]([O:23][C:24]([CH3:27])([CH3:26])[CH3:25])=[O:22].Br[CH2:29][C:30]([C:32]1[CH:37]=[CH:36][CH:35]=[CH:34][C:33]=1[CH3:38])=[O:31].[OH-].[Na+]>C1(C)C=CC=CC=1.[Br-].C([N+](CCCC)(CCCC)CCCC)CCC>[C:33]1([CH3:38])[C:32]([C:30]([CH2:29][N:8]2[C:7]3[CH:9]=[C:10]([CH3:13])[CH:11]=[CH:12][C:6]=3[N:5]([CH:14]3[CH2:19][CH2:18][CH2:17][CH:16]=[CH:15]3)[CH2:4][CH:3]([NH:20][C:21]([O:23][C:24]([CH3:27])([CH3:26])[CH3:25])=[O:22])[C:2]2=[O:1])=[O:31])=[CH:37][CH:36]=[CH:35][CH:34]=1 |f:2.3,5.6|. Reported procedure: 2-Oxo-3-tert-butoxycarbonylamino-5-(2-cyclohexen-1-yl)-8-methyl-1,3,4,5-tetrahydro-2H-1,5-benzodiazepine (1.05 g) obtained from Step 1 of Referential Example 10 was dissolved in toluene (14 ml), 2-bromo-2′-methylacetophenone (723 mg), 1N aqueous sodium hydroxide (7 ml) and tetra n-butylammonium bromide (20 mg) were added, and the mixture was stirred overnight at room temperature. The reaction mixture was separated into organic layer and aqueous layer, the organic layer was dried over anhydrous m... The solvent is [OH-].[Na+] (sodium hydroxide). The reactants are ClC1=C(N=CN1C)S(=O)(=O)NCCCCCCNS(=O)(=O)C=1N=CN(C1Cl)C (1,6-bis(5-chloro-1-methyl-4-imidazolesulfonamido)hexane). Procedure: 13 g (27 mmol) of 1,6-bis(5-chloro-1-methyl-4-imidazolesulfonamido)hexane from Example 47 in 250 ml of 1N sodium hydroxide solution are hydrogenated over 3 g of 10% strength Pd/C catalyst while shaking at an initial pressure of 3.45 bar until absorption of hydrogen is complete. After separating off the catalyst, the filtrate is evaporated in vacuo. The residue was recrystallized from water/methanol in order to give the title compound as colorless crystals of melting point 153°-154° C. The product is CN1C=NC(=C1)S(=O)(=O)NCCCCCCNS(=O)(=O)C=1N=CN(C1)C (1,6-Bis(1-methyl-4-imidazolesulfonamido)hexane). As a reaction SMILES: Cl[C:2]1[N:6]([CH3:7])[CH:5]=[N:4][C:3]=1[S:8]([NH:11][CH2:12][CH2:13][CH2:14][CH2:15][CH2:16][CH2:17][NH:18][S:19]([C:22]1[N:23]=[CH:24][N:25]([CH3:28])[C:26]=1Cl)(=[O:21])=[O:20])(=[O:10])=[O:9]>[OH-].[Na+].[Pd]>[CH3:28][N:25]1[CH:26]=[C:22]([S:19]([NH:18][CH2:17][CH2:16][CH2:15][CH2:14][CH2:13][CH2:12][NH:11][S:8]([C:3]2[N:4]=[CH:5][N:6]([CH3:7])[CH:2]=2)(=[O:9])=[O:10])(=[O:20])=[O:21])[N:23]=[CH:24]1 |f:1.2|. The reagents and catalysts are [Pd] (Pd/C). The reactants are [N+](=O)(O)[O-] (nitric acid), S(O)(O)(=O)=O (sulfuric acid), C1(=CC=CC=C1)C (toluene). Yields the product [N+](=O)([O-])C1=CC=C(C=C1)C (mononitrotoluene). RXN SMILES: [N+:1]([O-:4])(O)=[O:2].S(=O)(=O)(O)O.[C:10]1([CH3:16])[CH:15]=[CH:14][CH:13]=[CH:12][CH:11]=1>>[N+:1]([C:13]1[CH:14]=[CH:15][C:10]([CH3:16])=[CH:11][CH:12]=1)([O-:4])=[O:2]. Reported procedure: Dinitrotoluene is an important intermediate in producing toluenediisocyanate based polyurethanes. One of the conventional processes for producing dinitrotoluene is referred to as the mixed acid nitration process wherein toluene is reacted with nitric acid in the presence of sulfuric acid in a mononitration zone to produce the intermediate product, mononitrotoluene (MNT), which then is separated from the spent acid and the recovered mononitrotoluene contacted with nitric acid in the presence of s... The reactants are ClC=1N=CC2=CC=C(C=C2C1)C=1C=NN(C1)CC(C)(O)C (1-(4-(3-chloroisoquinolin-6-yl)-1H-pyrazol-1-yl)-2-methylpropan-2-ol), NC1=C(C=C(C=C1)C1=CN=C2N1CCN(C2)C(=O)OC(C)(C)C)OC (tert-butyl 3-(4-amino-3-methoxyphenyl)-5,6-dihydroimidazo[1,2-a]pyrazine-7(8H)-carboxylate). Yields the product COC1=C(C=CC(=C1)C1=CN=C2N1CCNC2)NC=2N=CC1=CC=C(C=C1C2)C=2C=NN(C2)CC(C)(O)C (1-(4-(3-((2-Methoxy-4-(5,6,7,8-tetrahydroimidazo[1,2-a]pyrazin-3-yl)phenyl)amino)-isoquinolin-6-yl)-1H-pyrazol-1-yl)-2-methylpropan-2-ol). RXN SMILES: Cl[C:2]1[N:3]=[CH:4][C:5]2[C:10]([CH:11]=1)=[CH:9][C:8]([C:12]1[CH:13]=[N:14][N:15]([CH2:17][C:18]([CH3:21])([OH:20])[CH3:19])[CH:16]=1)=[CH:7][CH:6]=2.[NH2:22][C:23]1[CH:28]=[CH:27][C:26]([C:29]2[N:33]3[CH2:34][CH2:35][N:36](C(OC(C)(C)C)=O)[CH2:37][C:32]3=[N:31][CH:30]=2)=[CH:25][C:24]=1[O:45][CH3:46]>>[CH3:46][O:45][C:24]1[CH:25]=[C:26]([C:29]2[N:33]3[CH2:34][CH2:35][NH:36][CH2:37][C:32]3=[N:31][CH:30]=2)[CH:27]=[CH:28][C:23]=1[NH:22][C:2]1[N:3]=[CH:4][C:5]2[C:10]([CH:11]=1)=[CH:9][C:8]([C:12]1[CH:13]=[N:14][N:15]([CH2:17][C:18]([CH3:21])([OH:20])[CH3:19])[CH:16]=1)=[CH:7][CH:6]=2. Reported procedure: The title compound was prepared according to the method described for Example 110 using 1-(1-(4-(3-chloroisoquinolin-6-yl)-1H-pyrazol-1-yl)-2-methylpropan-2-ol (Preparation 22) and tert-butyl 3-(4-amino-3-methoxyphenyl)-5,6-dihydroimidazo[1,2-a]pyrazine-7(8H)-carboxylate (Preparation 89).